This data is from the Open Reaction Database (ORD), a public repository of structured organic reaction records. The task is: describe an organic reaction: reactants, conditions, products, and yield The reactants are CC(C)(C)OC(=O)Nc1cc(F)c(F)cc1C(=O)NCC(=O)NCC1CCN(Cc2ccc(Cl)c([N+](=O)[O-])c2)CC1, C, CCOC(C)=O, CO, [Pd]. The product is CC(C)(C)OC(=O)Nc1cc(F)c(F)cc1C(=O)NCC(=O)NCC1CCN(Cc2ccc(Cl)c(N)c2)CC1. Reaction SMILES: [C:1]([CH3:2])([CH3:3])([CH3:4])[O:5][C:6](=[O:7])[NH:8][c:9]1[c:10]([C:11](=[O:12])[NH:13][CH2:14][C:15](=[O:16])[NH:17][CH2:18][CH:19]2[CH2:20][CH2:21][N:22]([CH2:25][c:26]3[cH:27][c:28]([N+:33]([O-:34])=[O:35])[c:29]([Cl:32])[cH:30][cH:31]3)[CH2:23][CH2:24]2)[cH:36][c:37]([F:41])[c:38]([F:40])[cH:39]1.[C:48].[CH3:42][CH2:43][O:44][C:45](=[O:46])[CH3:47].[CH3:50][OH:51].[Pd:49]>>[C:1]([CH3:2])([CH3:3])([CH3:4])[O:5][C:6](=[O:7])[NH:8][c:9]1[c:10]([C:11](=[O:12])[NH:13][CH2:14][C:15](=[O:16])[NH:17][CH2:18][CH:19]2[CH2:20][CH2:21][N:22]([CH2:25][c:26]3[cH:27][c:28]([NH2:33])[c:29]([Cl:32])[cH:30][cH:31]3)[CH2:23][CH2:24]2)[cH:36][c:37]([F:41])[c:38]([F:40])[cH:39]1.